This data is from the Open Reaction Database (ORD), a public repository of structured organic reaction records. The task is: describe an organic reaction: reactants, conditions, products, and yield Reactants: COC(=O)C1C(C=O)C1(C)C, CN(C)C=O, [Cl-], FC(F)(F)C(Cl)(Cl)Cl, [NH4+], [Zn]. Yields the product COC(=O)C1C(C(O)C(Cl)(Cl)C(F)(F)F)C1(C)C. As a reaction SMILES: [CH3:1][C:2]1([CH3:11])[CH:3]([C:7](=[O:8])[O:9][CH3:10])[CH:4]1[CH:5]=[O:6].[CH3:22][N:23]([CH3:24])[CH:25]=[O:26].[Cl-:20].[Cl:12][C:13]([C:14]([F:15])([F:16])[F:17])([Cl:18])[Cl:19].[NH4+:21].[Zn:27]>>[CH3:1][C:2]1([CH3:11])[CH:3]([C:7](=[O:8])[O:9][CH3:10])[CH:4]1[CH:5]([OH:6])[C:13]([Cl:12])([C:14]([F:15])([F:16])[F:17])[Cl:18].